describe an organic reaction: reactants, conditions, products, and yield From a dataset of the Open Reaction Database (ORD), a public repository of structured organic reaction records. Starting materials: ClCC(=O)N1[C@H](CN(CC1)C1=CC=C(C(=C1)OC)Cl)C (2-chloro-1-[(S)-4-(4-chloro-5-methoxy-phenyl)-2-methyl-piperazin-1-yl]-ethanone), ClC1=CC2=C(NC(O2)=O)C=C1 (6-chloro-3H-benzooxazol-2-one), C(=O)([O-])[O-].[K+].[K+] (K2CO3). Run in CN(C)C=O (DMF). Product: ClC1=CC2=C(N(C(O2)=O)CC(=O)N2[C@H](CN(CC2)C2=CC(=C(C=C2)Cl)OC)C)C=C1 (6-Chloro-3-{2-[(S)-4-(4-chloro-3-methoxy-phenyl)-2methylpiperazin-1-yl]-2-oxo-ethyl}-3H-benzooxazol-2-one). As a reaction SMILES: Cl[CH2:2][C:3]([N:5]1[CH2:10][CH2:9][N:8]([C:11]2[CH:16]=[C:15]([O:17][CH3:18])[C:14]([Cl:19])=[CH:13][CH:12]=2)[CH2:7][C@@H:6]1[CH3:20])=[O:4].[Cl:21][C:22]1[CH:31]=[CH:30][C:25]2[NH:26][C:27](=[O:29])[O:28][C:24]=2[CH:23]=1.C([O-])([O-])=O.[K+].[K+]>CN(C=O)C>[Cl:21][C:22]1[CH:31]=[CH:30][C:25]2[N:26]([CH2:2][C:3]([N:5]3[CH2:10][CH2:9][N:8]([C:11]4[CH:12]=[CH:13][C:14]([Cl:19])=[C:15]([O:17][CH3:18])[CH:16]=4)[CH2:7][C@@H:6]3[CH3:20])=[O:4])[C:27](=[O:29])[O:28][C:24]=2[CH:23]=1 |f:2.3.4|. Procedure details: Compound 9 was prepared according to the procedure described in Example 2 using 2-chloro-1-[(S)-4-(4-chloro-5-methoxy-phenyl)-2-methyl-piperazin-1-yl]-ethanone (8), 6-chloro-3H-benzooxazol-2-one and K2CO3 in DMF: HPLC retention time, 2.75 minutes (Agilent Zorbax SB-C18, 2.1×50 mm, 5μ, 35° C.) using 1 ml/min flow rate, a 2.5 minute gradient of 20% to 100% B with a 1.1 minute wash at 100% B (A=0.1% formic acid/5% acetonitrile/94.9% water, B=0.1% formic acid/5% water/94.9% acetonitrile); MS (ES) M+... Reactants: NC1=CC=C(C=C1)C=1C(CC(NN1)=O)C (6-(p-aminophenyl)-5-methyl-4,5-dihydropyridaz-3-one), ClC(C(=O)Cl)C (2-chloropropionyl chloride). The solvent is C1(=CC=CC=C1)C (toluene). Product: ClC(C(=O)NC1=CC=C(C=C1)C=1C(CC(NN1)=O)C)C (6-[p-(2-chloropropionylamino)-phenyl]-5-methyl-4,5-dihydropyridaz-3-one). Isolated yield 90.9%. RXN SMILES: [NH2:1][C:2]1[CH:7]=[CH:6][C:5]([C:8]2[CH:9]([CH3:15])[CH2:10][C:11](=[O:14])[NH:12][N:13]=2)=[CH:4][CH:3]=1.[Cl:16][CH:17]([CH3:21])[C:18](Cl)=[O:19]>C1(C)C=CC=CC=1>[Cl:16][CH:17]([CH3:21])[C:18]([NH:1][C:2]1[CH:7]=[CH:6][C:5]([C:8]2[CH:9]([CH3:15])[CH2:10][C:11](=[O:14])[NH:12][N:13]=2)=[CH:4][CH:3]=1)=[O:19]. Procedure details: 6.0 g (29.6 millimoles) of 6-(p-aminophenyl)-5-methyl-4,5-dihydropyridaz-3-one and 4.1 g (32.3 millimoles) of 2-chloropropionyl chloride in 100 ml of absolute toluene are kept at 80° C. for 4 hours. The product is filtered off at 10° C., washed with water and dried under reduced pressure at 50° C. 7.9 g (91% of theory) of 6-[p-(2-chloropropionylamino)-phenyl]-5-methyl-4,5-dihydropyridaz-3-one are isolated as beige crystals which, after recrystallization from methanol, melt at 215°-217° C. The reactants are ClC1=NC=CC(=C1)C#N (2-chloropyridine-4-carbonitrile), solution, O.NN (hydrazine hydrate), C1CCOC1 (THF). Run in C(CCC)O (1-butanol). Run at temperature 60 celsius. Yields the product N(N)C1=NC=CC(=C1)C#N (2-Hydrazinylpyridine-4-carbonitrile). Yield: 18.0%. RXN SMILES: Cl[C:2]1[CH:7]=[C:6]([C:8]#[N:9])[CH:5]=[CH:4][N:3]=1.O.[NH2:11][NH2:12].C1COCC1>C(O)CCC>[NH:11]([C:2]1[CH:7]=[C:6]([C:8]#[N:9])[CH:5]=[CH:4][N:3]=1)[NH2:12] |f:1.2|. Procedure details: To a solution of 2-chloropyridine-4-carbonitrile (20.0 g, 144 mmol) in 1-butanol (150 mL) was added 1 M solution of hydrazine hydrate in THF (303 mL, 303 mmol) dropwise at rt. It was then heated at 60° C. overnight. The mixture was concentrated, and the residue was purified by flash column chromatography (CH2Cl2/MeOH=20/1) to afford the title compound (3.5 g, 18%) as a white solid. [M+H] Calc'd for C6H6N4, 135. Found, 135. Reactants: [Br-].[Br-].[Br-].C1(=CC=CC=C1)[N+](C)(C)C.C1(=CC=CC=C1)[N+](C)(C)C.C1(=CC=CC=C1)[N+](C)(C)C (phenyltrimethylammonium tribromide), C(C)(C)C(=O)C1=CC2=CC=CC=C2C=C1 (2-naphthyl isopropyl ketone). The solvent is O1CCCC1 (tetrahydrofuran). Yields the product C1=C(C=CC2=CC=CC=C12)C(=O)C(C)(C)Br (α-bromoisopropyl 2-naphthyl ketone). The yield is 172.2%. As a reaction SMILES: [Br-:1].[Br-].[Br-].C1([N+](C)(C)C)C=CC=CC=1.C1([N+](C)(C)C)C=CC=CC=1.C1([N+](C)(C)C)C=CC=CC=1.[CH:34]([C:37]([C:39]1[CH:48]=[CH:47][C:46]2[C:41](=[CH:42][CH:43]=[CH:44][CH:45]=2)[CH:40]=1)=[O:38])([CH3:36])[CH3:35]>O1CCCC1>[CH:40]1[C:41]2[C:46](=[CH:45][CH:44]=[CH:43][CH:42]=2)[CH:47]=[CH:48][C:39]=1[C:37]([C:34]([Br:1])([CH3:36])[CH3:35])=[O:38] |f:0.1.2.3.4.5|. Procedure details: 2.16 g of phenyltrimethylammonium tribromide was added to a mixture comprising 1.14 g of 2-naphthyl isopropyl ketone and 25 ml of tetrahydrofuran, and the mixture was reacted at room temperature for 3 hours. The reaction mixture was filtered, and the filtrate was concentrated under reduced pressure to obtain 1.59 g of oily α-bromoisopropyl 2-naphthyl ketone. The reactants are ClC(Cl)Cl, CC(C)O, Cl, O=C1OC(=O)c2cc([N+](=O)[O-])ccc21, CCN1CCCC(N)C1. The product is CCN1CCCC(N2C(=O)c3ccc([N+](=O)[O-])cc3C2=O)C1. Reaction SMILES: [CH:25]([Cl:26])([Cl:27])[Cl:28].[CH:29]([OH:30])([CH3:31])[CH3:32].[ClH:24].[N+:10](=[O:11])([O-:12])[c:13]1[cH:14][c:15]2[c:16]([cH:22][cH:23]1)[C:17](=[O:18])[O:19][C:20]2=[O:21].[NH2:1][CH:2]1[CH2:3][N:4]([CH2:8][CH3:9])[CH2:5][CH2:6][CH2:7]1>>[N:1]1([CH:2]2[CH2:3][N:4]([CH2:8][CH3:9])[CH2:5][CH2:6][CH2:7]2)[C:17](=[O:18])[c:16]2[c:15]([cH:14][c:13]([N+:10](=[O:11])[O-:12])[cH:23][cH:22]2)[C:20]1=[O:19]. Yields the product Cc1cn(C(=O)NC(CCCNC(=O)OC(C)(C)C)C(=O)O)c(=O)[nH]c1=O. Reaction SMILES: [CH2:1]([CH3:2])[O:3][C:4]([CH:5]([CH2:6][CH2:7][CH2:8][NH:9][C:10](=[O:11])[O:12][C:13]([CH3:14])([CH3:15])[CH3:16])[NH:17][C:18](=[O:19])[n:20]1[c:21](=[O:22])[nH:23][c:24](=[O:25])[c:26]([CH3:27])[cH:28]1)=[O:29].[CH3:32][CH2:33][OH:34].[Na+:31].[OH-:30]>>[O:3]=[C:4]([CH:5]([CH2:6][CH2:7][CH2:8][NH:9][C:10](=[O:11])[O:12][C:13]([CH3:14])([CH3:15])[CH3:16])[NH:17][C:18](=[O:19])[n:20]1[c:21](=[O:22])[nH:23][c:24](=[O:25])[c:26]([CH3:27])[cH:28]1)[OH:29]. Reactants: CCOC(=O)C(CCCNC(=O)OC(C)(C)C)NC(=O)n1cc(C)c(=O)[nH]c1=O, CCO, [Na+], [OH-]. Starting materials: CCOC(=O)Cc1ccc(Br)c(Oc2cc(C#N)cc(C(F)F)c2)c1F, CCOC(=O)Cc1ccc(C)c(Oc2cc(Cl)cc(C#N)c2)c1F, CC[Zn]CC. Product: CCOC(=O)Cc1ccc(CC)c(Oc2cc(C#N)cc(C(F)F)c2)c1F. Reaction SMILES: [CH2:1]([CH3:2])[O:3][C:4]([CH2:5][c:6]1[c:7]([F:25])[c:8]([O:13][c:14]2[cH:15][c:16]([C:23]#[N:24])[cH:17][c:18]([CH:20]([F:21])[F:22])[cH:19]2)[c:9]([Br:12])[cH:10][cH:11]1)=[O:26].[CH2:27]([CH3:28])[O:29][C:30](=[O:31])[CH2:32][c:33]1[cH:34][cH:35][c:36]([CH3:37])[c:38]([O:39][c:40]2[cH:41][c:42]([C:43]#[N:44])[cH:45][c:46]([Cl:47])[cH:48]2)[c:49]1[F:50].[CH3:51][CH2:52][Zn:53][CH2:54][CH3:55]>>[CH2:1]([CH3:2])[O:3][C:4]([CH2:5][c:6]1[c:7]([F:25])[c:8]([O:13][c:14]2[cH:15][c:16]([C:23]#[N:24])[cH:17][c:18]([CH:20]([F:21])[F:22])[cH:19]2)[c:9]([CH2:27][CH3:28])[cH:10][cH:11]1)=[O:26]. Reactants: FC(C1=CC=C2CCCN(C2=C1)CC=1C=C(C=CC1)C1=CC=C(C=C1)CO)(F)F ([3′-(7-trifluoromethyl-3,4-dihydro-2H-quinolin-1-ylmethyl)-biphenyl-4-yl]-methanol), COC(C(CS)NC(=O)OC(C)(C)C)=O (2-tert-butoxycarbonylamino-3-mercapto-propionic acid methyl ester), N(=NC(=O)N1CCCCC1)C(=O)N1CCCCC1 (1,1′-(azodicarbonyl)dipiperidine), N1C=NC=C1 (imidazole), CP(C)C (trimethylphosphine). Solvent: ClCCl (dichloromethane), CCCCCCC (heptane). Reaction conditions: time 1 hour. The product is COC(C(CSCC1=CC=C(C=C1)C1=CC(=CC=C1)CN1CCCC2=CC=C(C=C12)C(F)(F)F)NC(=O)OC(C)(C)C)=O (2-tert-butoxycarbonylamino-3-[3′-(7-trifluoromethyl-3,4-dihydro-2H-quinolin-1-ylmethyl)-biphenyl-4-ylmethylsulfanyl]-propionic acid methyl ester). Reaction SMILES: [F:1][C:2]([F:29])([F:28])[C:3]1[CH:12]=[C:11]2[C:6]([CH2:7][CH2:8][CH2:9][N:10]2[CH2:13][C:14]2[CH:15]=[C:16]([C:20]3[CH:25]=[CH:24][C:23]([CH2:26]O)=[CH:22][CH:21]=3)[CH:17]=[CH:18][CH:19]=2)=[CH:5][CH:4]=1.[CH3:30][O:31][C:32](=[O:44])[CH:33]([NH:36][C:37]([O:39][C:40]([CH3:43])([CH3:42])[CH3:41])=[O:38])[CH2:34][SH:35].N(C(N1CCCCC1)=O)=NC(N1CCCCC1)=O.N1C=CN=C1.CP(C)C>ClCCl.CCCCCCC>[CH3:30][O:31][C:32](=[O:44])[CH:33]([NH:36][C:37]([O:39][C:40]([CH3:41])([CH3:43])[CH3:42])=[O:38])[CH2:34][S:35][CH2:26][C:23]1[CH:24]=[CH:25][C:20]([C:16]2[CH:17]=[CH:18][CH:19]=[C:14]([CH2:13][N:10]3[C:11]4[C:6](=[CH:5][CH:4]=[C:3]([C:2]([F:29])([F:1])[F:28])[CH:12]=4)[CH2:7][CH2:8][CH2:9]3)[CH:15]=2)=[CH:21][CH:22]=1. Reported procedure: Under a nitrogen atmosphere, a solution of [3′-(7-trifluoromethyl-3,4-dihydro-2H-quinolin-1-ylmethyl)-biphenyl-4-yl]-methanol (0.257 g, 0.65 mmol), 2-tert-butoxycarbonylamino-3-mercapto-propionic acid methyl ester (0.304 g, 1.29 mmol), 1,1′-(azodicarbonyl)dipiperidine (0.343 g, 1.36 mmol), and imidazole (0.92 g, 1.36 mmol) in dichloromethane (10 mL, 0.07 M) was treated with trimethylphosphine (1 M in toluene; 1.4 mL, 1.36 mmol) in a dropwise manner at room temperature. After stirring for 1 hour,... Reaction SMILES: [CH3:22][CH2:23][O:24][C:25](=[O:26])[CH3:27].[CH:1]([CH3:2])([CH3:3])[O:4][CH2:5][CH2:6][CH2:7][NH:8][c:9]1[c:10]([N+:19]([O-:20])=[O:21])[cH:11][n:12][c:13]2[cH:14][cH:15][cH:16][n:17][c:18]12>>[CH:1]([CH3:2])([CH3:3])[O:4][CH2:5][CH2:6][CH2:7][NH:8][c:9]1[c:10]([NH2:19])[cH:11][n:12][c:13]2[cH:14][cH:15][cH:16][n:17][c:18]12. The product is CC(C)OCCCNc1c(N)cnc2cccnc12. Reactants: CCOC(C)=O, CC(C)OCCCNc1c([N+](=O)[O-])cnc2cccnc12. Starting materials: Cl.COC=1C=C(CN(C(C(=O)O)C2=CC(=CC=C2)Cl)[C@@H](CC2=CC(=C(C=C2)OC)OC)C)C=CC1OC ((R)-N-(3,4-dimethoxybenzyl)-N-(3-chlorophenylcarboxymethyl)-1-(3,4-dimethoxyphenyl)-prop-2-ylamine hydrochloride), [BH4-].[Na+] (sodium borohydride). Solvent: CO (methanol). Yields the product COC=1C=C(CN(CC(O)C2=CC(=CC=C2)Cl)[C@@H](CC2=CC(=C(C=C2)OC)OC)C)C=CC1OC ((R)-N-(3,4-dimethoxybenzyl)-N-[2-(3-chlorophenyl)-2-hydroxyeth-1-yl]-1-(3,4-dimethoxyphenyl)-prop-2-ylamine). RXN SMILES: [ClH:1].[CH3:2][O:3][C:4]1[CH:5]=[C:6]([CH:33]=[CH:34][C:35]=1[O:36][CH3:37])[CH2:7][N:8]([C@H:20]([CH3:32])[CH2:21][C:22]1[CH:27]=[CH:26][C:25]([O:28][CH3:29])=[C:24]([O:30][CH3:31])[CH:23]=1)[CH:9](C1C=CC=C(Cl)C=1)[C:10]([OH:12])=O.[BH4-].[Na+]>CO>[CH3:2][O:3][C:4]1[CH:5]=[C:6]([CH:33]=[CH:34][C:35]=1[O:36][CH3:37])[CH2:7][N:8]([C@H:20]([CH3:32])[CH2:21][C:22]1[CH:27]=[CH:26][C:25]([O:28][CH3:29])=[C:24]([O:30][CH3:31])[CH:23]=1)[CH2:9][CH:10]([C:4]1[CH:5]=[CH:6][CH:33]=[C:34]([Cl:1])[CH:35]=1)[OH:12] |f:0.1,2.3|. Procedure details: A solution of 5 g. of (R)-N-(3,4-dimethoxybenzyl)-N-(3-chlorophenylcarboxymethyl)-1-(3,4-dimethoxyphenyl)-prop-2-ylamine hydrochloride in 100 mL of methanol at -78° C. is treated with 0.71 g. of sodium borohydride, added in several portions over one hour. The mixture is stirred for an additional hour and then allowed to reach room temperature. The solvent is removed by evaporation to yield (R)-N-(3,4-dimethoxybenzyl)-N-[2-(3-chlorophenyl)-2-hydroxyeth-1-yl]-1-(3,4-dimethoxyphenyl)-prop-2-ylamine...